Dataset: the Open Reaction Database (ORD), a public repository of structured organic reaction records. Task: describe an organic reaction: reactants, conditions, products, and yield Reactants: N(=O)[O-].[Na+] (sodium nitrite), C(CCC)N1C(=O)N(C(=O)C=C1N)CCCC (1,3-di-n-butyl-6-amino-uracil), C(C)(=O)O (acetic acid), Cl (HCl). The solvent is O (water), O (water). Run at time 30 minute. The product is NC1=C(C(N(C(N1CCCC)=O)CCCC)=O)N=O (6-amino-1,3-di-n-butyl-5-nitroso-uracil). Isolated yield 82.6%. As a reaction SMILES: [CH2:1]([N:5]1[C:12]([NH2:13])=[CH:11][C:9](=[O:10])[N:8]([CH2:14][CH2:15][CH2:16][CH3:17])[C:6]1=[O:7])[CH2:2][CH2:3][CH3:4].C(O)(=O)C.Cl.[N:23]([O-])=[O:24].[Na+]>O>[NH2:13][C:12]1[N:5]([CH2:1][CH2:2][CH2:3][CH3:4])[C:6](=[O:7])[N:8]([CH2:14][CH2:15][CH2:16][CH3:17])[C:9](=[O:10])[C:11]=1[N:23]=[O:24] |f:3.4|. Reported procedure: To a mixture of 1,3-di-n-butyl-6-amino-uracil g, 112.8 mmol), glacial acetic acid (10 ml), and 6N HCl (18.8 ml) in water (500 ml) was added dropwise a solution of sodium nitrite (7.78, g, 112.8 mmol) in water (30 ml) on ice bath. The reaction mixture was stirred for 30 min. The violet solid was collected by filtration and washed with water (2×20 ml), dried for 2 days at 60° C. in a vacuum oven to yield 6-amino-1,3-di-n-butyl-5-nitroso-uracil (24.99 g, 82.6%), m.p. 199°-205° C.; 1H NMR (CDCl3) δ0... The reactants are ClC1=CC(=NC(=N1)N[C@@H](C)C1=CC=C(C=C1)F)N1CC(C1)NC(=O)N ((S)-1-(1-{6-chloro-2-[1-(4-fluorophenyl)ethylamino]pyrimidin-4-yl}azetidin-3-yl)urea), NC1=NC=CN=C1 (2-aminopyrazine), C1(CCCCC1)P(C1=C(C=CC=C1)C1=C(C=C(C=C1C(C)C)C(C)C)C(C)C)C1CCCCC1 (2-dicyclohexylphosphino-2′,4′,6′-triisopropylbiphenyl), CC(C)([O-])C.[Na+] (sodium t-butoxide). Reagents/catalysts: C=1C=CC(=CC1)/C=C/C(=O)/C=C/C2=CC=CC=C2.C=1C=CC(=CC1)/C=C/C(=O)/C=C/C2=CC=CC=C2.C=1C=CC(=CC1)/C=C/C(=O)/C=C/C2=CC=CC=C2.[Pd].[Pd] (tris(dibenzylideneacetone)dipalladium). Run in C(C)(=O)OCC (ethyl acetate), C1(=CC=CC=C1)C.O1CCOCC1 (toluene 1,4-dioxane). Run at temperature 90 celsius, time 1 hour. The product is FC1=CC=C(C=C1)[C@H](C)NC1=NC(=CC(=N1)N1CC(C1)NC(=O)N)NC1=NC=CN=C1 ((S)-1-(1-{2-[1-(4-Fluorophenyl)ethylamino]-6-(pyrazin-2-yl amino)pyrimidin-4-yl}azetidin-3-yl)urea). Yield: 36.6%. Reaction SMILES: Cl[C:2]1[N:7]=[C:6]([NH:8][C@H:9]([C:11]2[CH:16]=[CH:15][C:14]([F:17])=[CH:13][CH:12]=2)[CH3:10])[N:5]=[C:4]([N:18]2[CH2:21][CH:20]([NH:22][C:23]([NH2:25])=[O:24])[CH2:19]2)[CH:3]=1.[NH2:26][C:27]1[CH:32]=[N:31][CH:30]=[CH:29][N:28]=1.C1(P(C2CCCCC2)C2C=CC=CC=2C2C(C(C)C)=CC(C(C)C)=CC=2C(C)C)CCCCC1.CC(C)([O-])C.[Na+]>C(OCC)(=O)C.C1C=CC(/C=C/C(/C=C/C2C=CC=CC=2)=O)=CC=1.C1C=CC(/C=C/C(/C=C/C2C=CC=CC=2)=O)=CC=1.C1C=CC(/C=C/C(/C=C/C2C=CC=CC=2)=O)=CC=1.[Pd].[Pd].C1(C)C=CC=CC=1.O1CCOCC1>[F:17][C:14]1[CH:15]=[CH:16][C:11]([C@@H:9]([NH:8][C:6]2[N:5]=[C:4]([N:18]3[CH2:21][CH:20]([NH:22][C:23]([NH2:25])=[O:24])[CH2:19]3)[CH:3]=[C:2]([NH:26][C:27]3[CH:32]=[N:31][CH:30]=[CH:29][N:28]=3)[N:7]=2)[CH3:10])=[CH:12][CH:13]=1 |f:3.4,6.7.8.9.10,11.12|. Procedure: 73 mg of (S)-1-(1-{6-chloro-2-[1-(4-fluorophenyl)ethylamino]pyrimidin-4-yl}azetidin-3-yl)urea, 25 mg of 2-aminopyrazine, 38 mg of 2-dicyclohexylphosphino-2′,4′,6′-triisopropylbiphenyl, 29 mg of sodium t-butoxide and 18 mg of tris(dibenzylideneacetone)dipalladium were added in turn to of a degassed mixed solvent of toluene/1,4-dioxane (1/1), and the mixture was stirred at 90° C. for 1 hour under argon atmosphere. The reaction solution was diluted with ethyl acetate. The solution was washed in tur...